This data is from the Open Reaction Database (ORD), a public repository of structured organic reaction records. The task is: describe an organic reaction: reactants, conditions, products, and yield The reactants are Cl.COC(CN)=O (Glycine methyl ester hydrochloride), ClC=1C=C2C=C(NC2=CC1)C(=O)O (5-chloro-1H-indole-2-carboxylic acid). Run in C(C)(=O)OCC (ethyl acetate). Product: COC(CNC(=O)C=1NC2=CC=C(C=C2C1)Cl)=O ([(5-Chloro-1H indole-2carbonyl)-amino]-acetic acid methyl ester). Reaction SMILES: Cl.[CH3:2][O:3][C:4](=[O:7])[CH2:5][NH2:6].[Cl:8][C:9]1[CH:10]=[C:11]2[C:15](=[CH:16][CH:17]=1)[NH:14][C:13]([C:18](O)=[O:19])=[CH:12]2>C(OCC)(=O)C>[CH3:2][O:3][C:4](=[O:7])[CH2:5][NH:6][C:18]([C:13]1[NH:14][C:15]2[C:11]([CH:12]=1)=[CH:10][C:9]([Cl:8])=[CH:17][CH:16]=2)=[O:19] |f:0.1|. Procedure details: Glycine methyl ester hydrochloride (50 mmol) and 5-chloro-1H-indole-2-carboxylic acid (50 mmol) were coupled according to procedure A, substituting the following workup: the reaction mixture was stirred in ethyl acetate (250 mL), hexanes (50 mL) and 1N NaOH (50 mL) and the suspension was filtered. The solid was washed with 1N NaOH, 1N HCl, with water, ethyl acetate, and dried: Yield 11.5 g, 86%; mp 252-254° C. with decomposition; Starting materials: B(F)(F)F.CCOCC (boron trifluoride etherate), C1=CC=CC=2C(C3=C(CCC21)C=CC=C3)CC(=O)O (10,11-dihydro-5H-dibenzo[a,d]cycloheptene-5-acetic acid), ice water, [BH4-].[Na+] (sodium borohydride), CO (methanol). Run in O1CCCC1 (tetrahydrofuran), O1CCCC1 (tetrahydrofuran). Run at time 30 minute. The product is C1=CC=CC=2C(C3=C(CCC21)C=CC=C3)CCO (10,11-dihydro-5H-dibenzo[a,d]cycloheptene-5-ethanol). As a reaction SMILES: [CH:1]1[C:11]2[CH2:10][CH2:9][C:8]3[CH:12]=[CH:13][CH:14]=[CH:15][C:7]=3[CH:6]([CH2:16][C:17](O)=[O:18])[C:5]=2[CH:4]=[CH:3][CH:2]=1.[BH4-].[Na+].B(F)(F)F.CCOCC.CO>O1CCCC1>[CH:1]1[C:11]2[CH2:10][CH2:9][C:8]3[CH:12]=[CH:13][CH:14]=[CH:15][C:7]=3[CH:6]([CH2:16][CH2:17][OH:18])[C:5]=2[CH:4]=[CH:3][CH:2]=1 |f:1.2,3.4|. Procedure details: A solution of 446.4 g of 10,11-dihydro-5H-dibenzo[a,d]cycloheptene-5-acetic acid in 2.2 l of tetrahydrofuran, stirred under argon and cooled with ice-water, is treated portionwise with 87.0 g of sodium borohydride. The mixture is stirred for 30 minutes and subsequently a solution of 290 ml of freshly distilled boron trifluoride etherate in 300 ml of dry tetrahydrofuran is added dropwise thereto over a period of 90 minutes at a temperature of 10°. The mixture is stirred at 0° for 1 hour and at ro... The reactants are ClC=C(C(C=C)(C)C)OC1=CC=CC=C1 (1-chloro-3,3-dimethyl-2-phenoxy-1,4-pentadiene). Solvent: C(=O)O (formic acid), Cl (hydrochloric acid), C(Cl)Cl (CH2Cl2). Product: ClCC(C(C=C)(C)C)=O (1-chloro-3,3-dimethyl-pent-4-en-2-one). Isolated yield 85.9%. Reaction SMILES: [Cl:1][CH:2]=[C:3]([O:9]C1C=CC=CC=1)[C:4]([CH3:8])([CH3:7])[CH:5]=[CH2:6]>C(O)=O.Cl.C(Cl)Cl>[Cl:1][CH2:2][C:3](=[O:9])[C:4]([CH3:8])([CH3:7])[CH:5]=[CH2:6]. Procedure details: 57 g (0.256 mol) of 1-chloro-3,3-dimethyl-2-phenoxy-1,4-pentadiene were warmed to 40° C. in a mixture of 250 ml of formic acid and 50 ml of concentrated hydrochloric acid for 1 hour. The mixture was then diluted with 400 ml of CH2Cl2 and ice, and was extracted 3 times by shaking with 2 N sodium hydroxide solution. After the methylene chloride phase had been dried over Na2SO4, the solvent was stripped off in a rotary evaporator. There remained 36 g (96%) of crude product. 32.2 g (0.22 mol, 86%) o... Reactants: COC(COC1=CC=C(C=C1)OCC#CC1=CC(=CC(=C1)C#CC1=CC=CC=C1)C#CC1=CC=CC=C1)=O ({4-[3-(3,5-bis-phenylethynyl-phenyl)-prop-2-ynyloxy]-phenoxy}-acetic acid methyl ester), ice, [Li+].[OH-] (LiOH), O (water), Cl (HCl). Run in C1CCOC1 (THF), CO (methanol). Conditions: temperature 0 celsius, time 45 minute. Yields the product C1(=CC=CC=C1)C#CC=1C=C(C=C(C1)C#CC1=CC=CC=C1)C#CCOC1=CC=C(OCC(=O)O)C=C1 ({4-[3-(3,5-Bis-phenylethynyl-phenyl)-prop-2-ynyloxy]-phenoxy}-acetic acid). RXN SMILES: C[O:2][C:3](=[O:38])[CH2:4][O:5][C:6]1[CH:11]=[CH:10][C:9]([O:12][CH2:13][C:14]#[C:15][C:16]2[CH:21]=[C:20]([C:22]#[C:23][C:24]3[CH:29]=[CH:28][CH:27]=[CH:26][CH:25]=3)[CH:19]=[C:18]([C:30]#[C:31][C:32]3[CH:37]=[CH:36][CH:35]=[CH:34][CH:33]=3)[CH:17]=2)=[CH:8][CH:7]=1.[Li+].[OH-].O.Cl>C1COCC1.CO>[C:24]1([C:23]#[C:22][C:20]2[CH:21]=[C:16]([C:15]#[C:14][CH2:13][O:12][C:9]3[CH:8]=[CH:7][C:6]([O:5][CH2:4][C:3]([OH:38])=[O:2])=[CH:11][CH:10]=3)[CH:17]=[C:18]([C:30]#[C:31][C:32]3[CH:37]=[CH:36][CH:35]=[CH:34][CH:33]=3)[CH:19]=2)[CH:29]=[CH:28][CH:27]=[CH:26][CH:25]=1 |f:1.2|. Procedure: To a solution of {4-[3-(3,5-bis-phenylethynyl-phenyl)-prop-2-ynyloxy]-phenoxy}-acetic acid methyl ester (0.26 g, 0.51 mmol) in THF (5.6 ml) and methanol (1.1 ml) was added a ice-cold solution of LiOH (1 M, 5.6 ml). The reaction mixture was stirred at 0° C. for 45 min., after which water (37 ml) and aqueous HCl (1M, 7.5 ml) were added. The mixture was extracted with ethyl acetate (2×25 ml), and the combined organic phases were dried and evaporated to give the title compound in 240 mg (96%) yield.